From a dataset of the Open Reaction Database (ORD), a public repository of structured organic reaction records. describe an organic reaction: reactants, conditions, products, and yield Starting materials: CCOC(=O)N1CCOC(CC23CC(c4ccccc42)c2ccccc23)C1, CCO, [Na+], [OH-], O. The product is c1ccc2c(c1)C1CC2(CC2CNCCO2)c2ccccc21. Reaction SMILES: [CH2:1]([O:2][C:3](=[O:4])[N:6]1[CH2:7][CH:8]([CH2:12][C:13]23[c:14]4[cH:15][cH:16][cH:17][cH:18][c:19]4[CH:20]([c:21]4[cH:22][cH:23][cH:24][cH:25][c:26]42)[CH2:27]3)[O:9][CH2:10][CH2:11]1)[CH3:5].[CH3:28][CH2:29][OH:30].[Na+:32].[OH-:31].[OH2:33]>>[NH:6]1[CH2:7][CH:8]([CH2:12][C:13]23[c:14]4[cH:15][cH:16][cH:17][cH:18][c:19]4[CH:20]([c:21]4[cH:22][cH:23][cH:24][cH:25][c:26]42)[CH2:27]3)[O:9][CH2:10][CH2:11]1. Reactants: C(C)(C)(C)OC(N(C)CCOC1=C2C=CNC2=CC=C1)=O ([2-(1H-Indol-4-yloxy)-ethyl]-methyl-carbamic acid tert-butyl ester), [OH-].[Na+].CCO (NaOH EtOH), FC=1C=C(CBr)C=CC1 (3-fluorobenzylbromide). Yields the product C(C)(C)(C)OC(N(C)CCOC1=C2C=CN(C2=CC=C1)CC1=CC(=CC=C1)F)=O ({2-[1-(3-fluoro-benzyl)-1H-indol-4-yloxy]-ethyl}-methyl-carbamic acid tert-butyl ester). Reaction SMILES: [C:1]([O:5][C:6](=[O:21])[N:7]([CH2:9][CH2:10][O:11][C:12]1[CH:20]=[CH:19][CH:18]=[C:17]2[C:13]=1[CH:14]=[CH:15][NH:16]2)[CH3:8])([CH3:4])([CH3:3])[CH3:2].[OH-].[Na+].CCO.[F:27][C:28]1[CH:29]=[C:30]([CH:33]=[CH:34][CH:35]=1)[CH2:31]Br>>[C:1]([O:5][C:6](=[O:21])[N:7]([CH2:9][CH2:10][O:11][C:12]1[CH:20]=[CH:19][CH:18]=[C:17]2[C:13]=1[CH:14]=[CH:15][N:16]2[CH2:31][C:30]1[CH:33]=[CH:34][CH:35]=[C:28]([F:27])[CH:29]=1)[CH3:8])([CH3:4])([CH3:2])[CH3:3] |f:1.2.3|. Reported procedure: [2-(1H-Indol-4-yloxy)-ethyl]-methyl-carbamic acid tert-butyl ester was treated NaOH/EtOH followed by addition of 3-fluorobenzylbromide as described above in Step 1 of Example 5 to afford {2-[1-(3-fluoro-benzyl)-1H-indol-4-yloxy]-ethyl}-methyl-carbamic acid tert-butyl ester. MS: 299 (M−Boc+H)+. Reported procedure: 603 mg of 8-[(2-(tert-butyldimethylsilyloxy)ethyl]-10H-pyrazino[2,3-b][1,4]benzothiazine was dissolved in 6 ml of tetrahydrofuran. After adding 63 mg of 70% sodium hydride, the resulting mixture was stirred under ice-cooling for 15 minutes. Then 0.14 ml of chloromethyl methyl ether was added thereto and the resulting mixture was stirred for 1 hour and for additional 18 hours at room temperature. The reaction mixture was concentrated under reduced pressure and the residue was purified by silica g... The solvent is O1CCCC1 (tetrahydrofuran). The reactants are COCCl (chloromethyl methyl ether), 8-[, [Si](C)(C)(C(C)(C)C)OCCC1=NC2=C(SC3=C(N2)C=CC=C3)N=C1 ((2-(tert-butyldimethylsilyloxy)ethyl]-10H-pyrazino[2,3-b][1,4]benzothiazine), [H-].[Na+] (sodium hydride). As a reaction SMILES: [Si:1]([O:8][CH2:9][CH2:10][C:11]1[CH:24]=[N:23][C:14]2[S:15][C:16]3[CH:22]=[CH:21][CH:20]=[CH:19][C:17]=3[NH:18][C:13]=2[N:12]=1)([C:4]([CH3:7])([CH3:6])[CH3:5])([CH3:3])[CH3:2].[H-].[Na+].[CH3:27][O:28][CH2:29]Cl>O1CCCC1>[O:8]([CH2:9][CH2:10][C:11]1[CH:24]=[N:23][C:14]2[S:15][C:16]3[CH:22]=[CH:21][CH:20]=[CH:19][C:17]=3[N:18]([CH2:27][O:28][CH3:29])[C:13]=2[N:12]=1)[Si:1]([C:4]([CH3:5])([CH3:6])[CH3:7])([CH3:3])[CH3:2] |f:1.2|. Yields the product O([Si](C)(C)C(C)(C)C)CCC1=NC2=C(SC3=C(N2COC)C=CC=C3)N=C1 ((2(tert-Butyldimethylsiloxy)ethyl]-10-(methoxymethyl)-10H-pyrazino[2,3-b][1,4]benzothiazine). Reactants: ClC=1C2=C(N=CN1)CSC2 (4-chloro-5,7-dihydrothieno[3,4-d]pyrimidine), C(=O)(OC(C)(C)C)N1CCNCC1 (1-Boc-piperazine). Solvent: C(C)(C)O (isopropanol). The product is N1=CN=C(C2=C1CSC2)N2CCN(CC2)C(=O)OC(C)(C)C (tert-butyl 4-(5,7-dihydrothieno[3,4-d]pyrimidin-4-yl)piperazine-1-carboxylate). The yield is 88.2%. RXN SMILES: Cl[C:2]1[C:3]2[CH2:10][S:9][CH2:8][C:4]=2[N:5]=[CH:6][N:7]=1.[C:11]([N:18]1[CH2:23][CH2:22][NH:21][CH2:20][CH2:19]1)([O:13][C:14]([CH3:17])([CH3:16])[CH3:15])=[O:12]>C(O)(C)C>[N:5]1[C:4]2[CH2:8][S:9][CH2:10][C:3]=2[C:2]([N:21]2[CH2:20][CH2:19][N:18]([C:11]([O:13][C:14]([CH3:17])([CH3:16])[CH3:15])=[O:12])[CH2:23][CH2:22]2)=[N:7][CH:6]=1. Reported procedure: The mixture of 4-chloro-5,7-dihydrothieno[3,4-d]pyrimidine (2.0 g, 11.6 mmol) and 1-Boc-piperazine (5.0 g, 26.8 mmol) in isopropanol (50 mL) was refluxed for 12 hours. The solvent was removed and the residue was subject to silica gel chromatography, eluting with hexane/ethyl acetate (1:1) to give tert-butyl 4-(5,7-dihydrothieno[3,4-d]pyrimidin-4-yl)piperazine-1-carboxylate (3.3 g, 89%). 1H NMR (CDCl3, 400 MHz) δ 8.49 (s, 1H), 4.68 (m, 1H), 4.25 (s, 2H), 4.16 (s, 2H), 1.49 (s, 9H). MS (APCI+) [M+... The yield is 67.1%. Reaction conditions: time 5 hour. The product is NC1[C@@H]2N(C(=C(CS2)CSC2=C(N=CS2)C(=O)OC)C(=O)O)C1=O (7-Amino-3-[(4-methoxycarbonyl-5-thiazolyl)thiomethyl]ceph-3-em-4-carboxylic acid). As a reaction SMILES: C(=O)([O-])O.[Na+].CC(O[CH2:10][C:11]1[CH2:20][S:19][C@@H:14]2[C@H:15]([NH2:18])[C:16](=[O:17])[N:13]2[C:12]=1[C:21]([OH:23])=[O:22])=O.[SH:24][C:25]1[S:29][CH:28]=[N:27][C:26]=1[C:30]([O:32][CH3:33])=[O:31]>O>[NH2:18][CH:15]1[C:16](=[O:17])[N:13]2[C:12]([C:21]([OH:23])=[O:22])=[C:11]([CH2:10][S:24][C:25]3[S:29][CH:28]=[N:27][C:26]=3[C:30]([O:32][CH3:33])=[O:31])[CH2:20][S:19][C@H:14]12 |f:0.1|. Reactants: C(O)([O-])=O.[Na+] (sodium hydrogencarbonate), CC(=O)OCC1=C(N2[C@@H]([C@@H](C2=O)N)SC1)C(=O)O (7-ACS), SC1=C(N=CS1)C(=O)OC (Methyl 5-mercaptothiazole-4-carboxylate). Reported procedure: 1.7 g (2 eq.) of sodium hydrogencarbonate were added to a suspension of 2.7 g (10 mmol) of 7-ACS in 20 ml of water and 1.7 g (10 mmol) of methyl 5mercapthothiazole-4carboxylate (Preparation Example 5) were added after dissolution. The solution was then kept at 65° C. for 5 h and extracted twice with ethyl acetate after cooling. The aqueous phase was then acidified to pH 3 and the precipitated product was filtered off with suction and dried. 2.6 g (68%) of the desired title compound were obtained... Run in O (water). Starting materials: IC=1C=C(C(N(C1C)C1=CC(=CC=C1)C(F)(F)F)=O)C(=O)OCC (Ethyl 5-iodo-6-methyl-2-oxo-1-(3-trifluoromethylphenyl)-1,2-dihydro-pyridine-3-carboxylate), 1,1″-bis(di-tert-butylphosphino) ferrocene palladium dichloride, O.O.O.P(=O)(O)([O-])[O-].[K+].[K+] (potassium hydrogenphosphate trihydrate), Example 63 ( b ), C(C)(=O)[O-].C(#N)C1=CC=C(C=C1)N1N=CC=C1C=1C=C(C(N(C1C)C1=CC(=CC=C1)C(F)(F)F)=O)C(=O)NCC[N+]1(CCCC1)C (1-{2-[({5-[1-(4-cyanophenyl)-1H-pyrazol-5-yl]-6-methyl-2-oxo-1-[3-(trifluoromethyl)phenyl]-1,2-dihydropyridin-3-yl}carbonyl)amino]ethyl}-1-methylpyrrolidinium acetate), CC1(OB(OC1(C)C)C1=CC=NN1C1=CC=C(C#N)C=C1)C (4-(5-(4,4,5,5-tetramethyl-1,3,2-dioxaborolan-2-yl)-1H-pyrazol-1-yl)benzonitrile). Reagents/catalysts: [Pd](Cl)Cl.C(C)(C)(C)P([C-]1C=CC=C1)C(C)(C)C.[C-]1(C=CC=C1)P(C(C)(C)C)C(C)(C)C.[Fe+2] (1,1′-bis(di-tert-butylphosphino) ferrocene palladium dichloride). The solvent is CN(C)C=O (DMF). Run at temperature 55 celsius. The product is C(#N)C1=CC=C(C=C1)N1N=CC=C1C=1C=C(C(N(C1C)C1=CC(=CC=C1)C(F)(F)F)=O)C(=O)OCC (Ethyl 5-(1-(4-cyanophenyl)-1H-pyrazol-5-yl)-6-methyl-2-oxo-1-(3-(trifluoromethyl)phenyl)-1,2-dihydropyridine-3-carboxylate). As a reaction SMILES: I[C:2]1[CH:3]=[C:4]([C:20]([O:22][CH2:23][CH3:24])=[O:21])[C:5](=[O:19])[N:6]([C:9]2[CH:14]=[CH:13][CH:12]=[C:11]([C:15]([F:18])([F:17])[F:16])[CH:10]=2)[C:7]=1[CH3:8].C([O-])(=O)C.[C:29]([C:31]1[CH:36]=[CH:35][C:34]([N:37]2[C:41](C3C=C(C(NCC[N+]4(C)CCCC4)=O)C(=O)N(C4C=CC=C(C(F)(F)F)C=4)C=3C)=[CH:40][CH:39]=[N:38]2)=[CH:33][CH:32]=1)#[N:30].O.O.O.P([O-])([O-])(O)=O.[K+].[K+].CC1(C)C(C)(C)OB(C2N(C3C=CC(C#N)=CC=3)N=CC=2)O1>CN(C=O)C.[Pd](Cl)Cl.C(P(C(C)(C)C)[C-]1C=CC=C1)(C)(C)C.[C-]1(P(C(C)(C)C)C(C)(C)C)C=CC=C1.[Fe+2]>[C:29]([C:31]1[CH:32]=[CH:33][C:34]([N:37]2[C:41]([C:2]3[CH:3]=[C:4]([C:20]([O:22][CH2:23][CH3:24])=[O:21])[C:5](=[O:19])[N:6]([C:9]4[CH:14]=[CH:13][CH:12]=[C:11]([C:15]([F:18])([F:17])[F:16])[CH:10]=4)[C:7]=3[CH3:8])=[CH:40][CH:39]=[N:38]2)=[CH:35][CH:36]=1)#[N:30] |f:1.2,3.4.5.6.7.8,11.12.13.14|. Procedure: Ethyl 5-iodo-6-methyl-2-oxo-1-(3-trifluoromethylphenyl)-1,2-dihydro-pyridine-3-carboxylate (synthesised according to WO2005/026123, Example 63 (b)) (9.02 g, 20 mmol), 4-(5-(4,4,5,5-tetramethyl-1,3,2-dioxaborolan-2-yl)-1H-pyrazol-1-yl)benzonitrile (synthesised according to WO2009/061271, Example 1 intermediate) (8.85 g, 30.00 mmol), potassium hydrogenphosphate trihydrate (13.69 g, 60.00 mmol) and 1,1′-bis(di-tert-butylphosphino) ferrocene palladium dichloride (0.918 g, 1.40 mmol) were suspended i... Starting materials: BrC=1C=C(C=CC1OC(F)(F)F)O (3-bromo-4-trifluoromethoxyphenol), C(C)I (ethyl iodide), C([O-])([O-])=O.[K+].[K+] (potassium carbonate). Solvent: CC(=O)C (acetone). The product is BrC1=C(C=CC(=C1)OCC)OC(F)(F)F (2-Bromo-4-ethoxy-1-trifluoromethoxy-benzene). The yield is 125.0%. Reaction SMILES: [Br:1][C:2]1[CH:3]=[C:4]([OH:13])[CH:5]=[CH:6][C:7]=1[O:8][C:9]([F:12])([F:11])[F:10].[CH2:14](I)[CH3:15].C(=O)([O-])[O-].[K+].[K+]>CC(C)=O>[Br:1][C:2]1[CH:3]=[C:4]([O:13][CH2:14][CH3:15])[CH:5]=[CH:6][C:7]=1[O:8][C:9]([F:11])([F:12])[F:10] |f:2.3.4|. Procedure: To a solution of the 3-bromo-4-trifluoromethoxyphenol (1.0 g, 2.48 mmol) in acetone (30 ml) was added ethyl iodide (0.795 ml, 9.94 mmol) followed by potassium carbonate (1.37 g, 9.94 mmol) and the reaction was heated to reflux for 12 hrs. The reaction mixture was cooled then filtered and concentrated in vacuo. Dichloromethane (20 ml) and water (20 ml) were added and the solution was filtered through a phase separation cartridge. The organic layer was collected, and evaporated in vacuo to afford ... Reactants: FC=1C=C(N)C=CC1OC1=CC(=CC=C1)C(F)(F)F (3-fluoro-4-[3-(trifluoromethyl)phenoxy]aniline), Cl (HCl), N(=O)[O-].[Na+] (NaNO2), [N+](=O)([O-])CCC (nitropropane), [OH-].[Na+] (NaOH). Solvent: O (water), C(C)O (ethanol), O (water). Reaction conditions: time 8 hour. The product is FC=1C=C(C=CC1OC1=CC(=CC=C1)C(F)(F)F)NN=C(CC)[N+](=O)[O-] (1-{3-fluoro-4-[3-(trifluoromethyl)phenoxy]phenyl}-2-(1-nitropropylidene)-hydrazine). RXN SMILES: [F:1][C:2]1[CH:3]=[C:4]([CH:6]=[CH:7][C:8]=1[O:9][C:10]1[CH:15]=[CH:14][CH:13]=[C:12]([C:16]([F:19])([F:18])[F:17])[CH:11]=1)[NH2:5].Cl.[N:21]([O-:23])=[O:22].[Na+].[N+:25]([CH2:28][CH2:29][CH3:30])([O-])=O.[OH-].[Na+]>C(O)C.O>[F:1][C:2]1[CH:3]=[C:4]([NH:5][N:25]=[C:28]([N+:21]([O-:23])=[O:22])[CH2:29][CH3:30])[CH:6]=[CH:7][C:8]=1[O:9][C:10]1[CH:15]=[CH:14][CH:13]=[C:12]([C:16]([F:17])([F:18])[F:19])[CH:11]=1 |f:2.3,5.6|. Procedure details: A mixture of 3-fluoro-4-[3-(trifluoromethyl)phenoxy]aniline (1.35 g) prepared as described in Step 2 of Example 1, water (18.2 mL), and conc. HCl (1.5 mL) was stirred overnight at room temperature. The suspension mixture was cooled to −5° C. and was added dropwise of NaNO2 (0.36 g in 2 mL water) over a period of about 10 min. The reaction mixture was further stirred for 30 minutes, and added CH3CO2Na3H2O (6.6 g). The resulting salt was added to a previously prepared solution of nitropropane (0.4... Starting materials: C(C)N1C(=CC2=CC(=CC=C12)F)C(=O)OCC (ethyl 1-ethyl-5-fluoro-1H-indole-2-carboxylate), C(C(=O)Cl)(=O)Cl (oxalyl chloride), CC(C)O (propan-2-ol), compound, CO (methanol), C(C(=O)Cl)(=O)Cl (oxalyl chloride). The solvent is C1(=CC=CC=C1)C (toluene). Run at time 1 hour. The product is C(C)OC(=O)C=1N(C2=CC=C(C=C2C1C(C(=O)OC)=O)F)CC (Methyl 2-(ethoxycarbonyl)-1-ethyl-5-fluoro-α-oxo-1H-indole-3-acetate). Reaction SMILES: [CH2:1]([N:3]1[C:11]2[C:6](=[CH:7][C:8]([F:12])=[CH:9][CH:10]=2)[CH:5]=[C:4]1[C:13]([O:15][CH2:16][CH3:17])=[O:14])[CH3:2].[C:18](Cl)(=[O:22])[C:19](Cl)=[O:20].CO.C[CH:27]([OH:29])C>C1(C)C=CC=CC=1>[CH2:16]([O:15][C:13]([C:4]1[N:3]([CH2:1][CH3:2])[C:11]2[C:6]([C:5]=1[C:18](=[O:22])[C:19]([O:29][CH3:27])=[O:20])=[CH:7][C:8]([F:12])=[CH:9][CH:10]=2)=[O:14])[CH3:17]. Reported procedure: A solution of 17 g (72 mmol) of ethyl 1-ethyl-5-fluoro-1H-indole-2-carboxylate and of 7.4 ml (84.5 mmol) of oxalyl chloride in 500 ml of toluene is heated at reflux for 6 h. An additional 5 ml (57 mmol) of oxalyl chloride are added, heating is carried out for 1 h at reflux and the mixture is allowed to return to room temperature. 200 ml of methanol are added, the mixture is stirred for 10 min and the solvents are evaporated under reduced pressure. The resulting oil is taken up in dichloromethane...